Dataset: the Open Reaction Database (ORD), a public repository of structured organic reaction records. Task: describe an organic reaction: reactants, conditions, products, and yield The reactants are FC1=C(C(=C(C=C1OC)OC)F)C1=NC=C2C(=N1)NN=C2I (6-(2,6-difluoro-3,5-dimethoxyphenyl)-3-iodo-1H-pyrazolo[3,4-d]pyrimidine), O[C@@H]1CC[C@H](CC1)N1C(C2=CC=C(C=C2C1)B1OC(C(O1)(C)C)(C)C)=O (2-(trans-4-hydroxycyclohexyl)-5-(4,4,5,5-tetramethyl-1,3,2-dioxaborolan-2-yl)isoindolin-1-one). Product: FC1=C(C(=C(C=C1OC)OC)F)C1=NC=C2C(=N1)NN=C2C=2C=C1CN(C(C1=CC2)=O)[C@@H]2CC[C@H](CC2)O (5-[6-(2,6-difluoro-3,5-dimethoxyphenyl)-1H-pyrazolo[3,4-d]pyrimidin-3-yl]-2-(trans-4-hydroxycyclohexyl)isoindolin-1-one). Reaction SMILES: [F:1][C:2]1[C:7]([O:8][CH3:9])=[CH:6][C:5]([O:10][CH3:11])=[C:4]([F:12])[C:3]=1[C:13]1[N:18]=[C:17]2[NH:19][N:20]=[C:21](I)[C:16]2=[CH:15][N:14]=1.[OH:23][C@H:24]1[CH2:29][CH2:28][C@H:27]([N:30]2[CH2:38][C:37]3[C:32](=[CH:33][CH:34]=[C:35](B4OC(C)(C)C(C)(C)O4)[CH:36]=3)[C:31]2=[O:48])[CH2:26][CH2:25]1>>[F:1][C:2]1[C:7]([O:8][CH3:9])=[CH:6][C:5]([O:10][CH3:11])=[C:4]([F:12])[C:3]=1[C:13]1[N:18]=[C:17]2[NH:19][N:20]=[C:21]([C:35]3[CH:36]=[C:37]4[C:32](=[CH:33][CH:34]=3)[C:31](=[O:48])[N:30]([C@H:27]3[CH2:26][CH2:25][C@H:24]([OH:23])[CH2:29][CH2:28]3)[CH2:38]4)[C:16]2=[CH:15][N:14]=1. Procedure details: This compound was prepared by using procedures analogous to those described for the synthesis of Example 4, Step 2 starting from 6-(2,6-difluoro-3,5-dimethoxyphenyl)-3-iodo-1H-pyrazolo[3,4-d]pyrimidine and 2-(trans-4-hydroxycyclohexyl)-5-(4,4,5,5-tetramethyl-1,3,2-dioxaborolan-2-yl)isoindolin-1-one. LCMS (M+H)+=522.0.